From a dataset of the Open Reaction Database (ORD), a public repository of structured organic reaction records. describe an organic reaction: reactants, conditions, products, and yield Starting materials: COC1OC(C=C1CCC=C(C=O)CCC=C(CCC=C(C)C)C)=O (2-[3-(2,5-dihydro-2-methoxy-5-oxo-3-furanyl)propylidene]-6,10-dimethyl-5,9-undecadienal), [BH4-].[Na+] (sodium borohydride). Run in CO (methanol). Run at temperature 35 celsius, time 4 hour. The product is OC1C(=CC(O1)=O)CCC=C(CCC=C(CCC=C(C)C)C)CO (5-Hydroxy-4-[4-(hydroxymethyl)-8,12-dimethyl3,7,11-tridecatrienyl]-2(5H)-furanone). Isolated yield 58.8%. Reaction SMILES: C[O:2][CH:3]1[C:7]([CH2:8][CH2:9][CH:10]=[C:11]([CH2:14][CH2:15][CH:16]=[C:17]([CH3:24])[CH2:18][CH2:19][CH:20]=[C:21]([CH3:23])[CH3:22])[CH:12]=[O:13])=[CH:6][C:5](=[O:25])[O:4]1.[BH4-].[Na+]>CO>[OH:2][CH:3]1[O:4][C:5](=[O:25])[CH:6]=[C:7]1[CH2:8][CH2:9][CH:10]=[C:11]([CH2:12][OH:13])[CH2:14][CH2:15][CH:16]=[C:17]([CH3:24])[CH2:18][CH2:19][CH:20]=[C:21]([CH3:22])[CH3:23] |f:1.2|. Procedure details: A solution of 100 mg of 2-[3-(2,5-dihydro-2-methoxy-5-oxo-3-furanyl)propylidene]-6,10-dimethyl-5,9-undecadienal (Example 15G) and 10.9 mg of sodium borohydride in 30 ml of dry methanol under an argon atmosphere was stirred for four hours at room temperature followed by four hours of stirring at 35° C. The reaction was quenched by the slow addition of water and the mixture was extracted with ether. The organic layer was washed with water and a saturated sodium chloride solution, dried over magnes... The reactants are COc1cc(C=CC(=O)O)ccc1-n1cnc(C)c1, CCOC(C)=O, NN1CCCC(c2ccc(Br)cc2)C1=O, CN(C)C=O, O. Product: COc1cc(C=CC(=O)NN2CCCC(c3ccc(Br)cc3)C2=O)ccc1-n1cnc(C)c1. RXN SMILES: [CH3:1][O:2][c:3]1[cH:4][c:5]([CH:15]=[CH:16][C:17](=[O:18])[OH:19])[cH:6][cH:7][c:8]1-[n:9]1[cH:10][n:11][c:12]([CH3:14])[cH:13]1.[CH3:36][CH2:37][O:38][C:39](=[O:40])[CH3:41].[NH2:20][N:21]1[C:22](=[O:34])[CH:23]([c:27]2[cH:28][cH:29][c:30]([Br:33])[cH:31][cH:32]2)[CH2:24][CH2:25][CH2:26]1.[O:42]=[CH:43][N:44]([CH3:45])[CH3:46].[OH2:35]>>[CH3:1][O:2][c:3]1[cH:4][c:5]([CH:15]=[CH:16][C:17](=[O:19])[NH:20][N:21]2[C:22](=[O:34])[CH:23]([c:27]3[cH:28][cH:29][c:30]([Br:33])[cH:31][cH:32]3)[CH2:24][CH2:25][CH2:26]2)[cH:6][cH:7][c:8]1-[n:9]1[cH:10][n:11][c:12]([CH3:14])[cH:13]1. RXN SMILES: [CH3:1][C:2]([CH2:3][c:4]1[cH:5][c:6]([C:12](=[O:13])[O:14][CH2:15][CH3:16])[n:7][n:8]1[CH2:9][CH2:10][CH3:11])([CH3:17])[S:18](=[O:19])(=[O:20])[CH3:21].[CH3:23][OH:24].[NH3:22]>>[CH3:1][C:2]([CH2:3][c:4]1[cH:5][c:6]([C:12](=[O:13])[NH2:22])[n:7][n:8]1[CH2:9][CH2:10][CH3:11])([CH3:17])[S:18](=[O:19])(=[O:20])[CH3:21]. Reactants: CCCn1nc(C(=O)OCC)cc1CC(C)(C)S(C)(=O)=O, CO, N. Product: CCCn1nc(C(N)=O)cc1CC(C)(C)S(C)(=O)=O. Starting materials: BrC=1C(NC(N(C1)C(=O)OC(C)(C)C)=O)=O (tert-butyl 5-bromo-2,4-dioxo-pyrimidine-1-carboxylate), IC (iodomethane). Conditions: time 1.5 hour. The product is BrC=1C(N(C(N(C1)C(=O)OC(C)(C)C)=O)C)=O (tert-butyl 5-bromo-3-methyl-2,4-dioxo-pyrimidine-1-carboxylate). The yield is 57.0%. As a reaction SMILES: [Br:1][C:2]1[C:3](=[O:16])[NH:4][C:5](=[O:15])[N:6]([C:8]([O:10][C:11]([CH3:14])([CH3:13])[CH3:12])=[O:9])[CH:7]=1.I[CH3:18]>>[Br:1][C:2]1[C:3](=[O:16])[N:4]([CH3:18])[C:5](=[O:15])[N:6]([C:8]([O:10][C:11]([CH3:12])([CH3:13])[CH3:14])=[O:9])[CH:7]=1. Procedure details: The title compound was obtained according to the procedure described for Example 16 (Step 1), starting from tert-butyl 5-bromo-2,4-dioxo-pyrimidine-1-carboxylate (1.43 g, 4.92 mmol); iodomethane was used herein and the reaction was stirred under nitrogen for 1.5 hrs. The crude was purified by column chromatography using a Teledyne ISCO apparatus (cyclohexane:EtOAc 70:30) to afford the title compound (0.85 g, 57%) as a white solid. 1H NMR (400 MHz, CDCl3): δ 1.62 (s, 9H), 3.40 (s, 3H), 8.18 (s, 1...